Dataset: the Open Reaction Database (ORD), a public repository of structured organic reaction records. Task: describe an organic reaction: reactants, conditions, products, and yield The reactants are BrC=1C=C2C(=NNC2=CC1)C1CCC1 (5-bromo-3-cyclobutyl-1H-indazole), [H-].[Na+] (NaH), ClCC#N (chloroacetonitrile). Yields the product BrC=1C=C2C(=NN(C2=CC1)CC#N)C1CCC1 ((5-Bromo-3-cyclobutyl-1H-indazol-1-yl)acetonitrile). Isolated yield 61.4%. As a reaction SMILES: [Br:1][C:2]1[CH:3]=[C:4]2[C:8](=[CH:9][CH:10]=1)[NH:7][N:6]=[C:5]2[CH:11]1[CH2:14][CH2:13][CH2:12]1.[H-].[Na+].Cl[CH2:18][C:19]#[N:20]>>[Br:1][C:2]1[CH:3]=[C:4]2[C:8](=[CH:9][CH:10]=1)[N:7]([CH2:18][C:19]#[N:20])[N:6]=[C:5]2[CH:11]1[CH2:14][CH2:13][CH2:12]1 |f:1.2|. Procedure: The title compound was prepared by the method outlined for Preparative Example 59 using 5-bromo-3-cyclobutyl-1H-indazole intermediate (225 mg, 0.898 mmol), NaH (41 mg, 1.02 mmol), and chloroacetonitrile (78 mg, 1.03 mmol) to afford titled compound as an off-white solid (160 mg, 62%). 1H NMR (DMSO-d6) 7.99 (s, 1H), 7.72 (d, J=8.8, 1H), 7.62 (d, J=8.8, 1H), 5.74 (s, 2H), 3.91 (pent, J=8.8, 1H), 2.38-2.32 (m, 4H), 2.08-2.06 (m, 1H), 1.95 (m, 1H). LC/MS (Method B) 3.99 min, [M+1]+ 290/292]. Reactants: OC1=C(C(=O)C2=CC=CC=C2)C=CC=C1 (2-hydroxy-benzophenone), C(C=C)C=1C(=C(C(=O)C2=CC=C(C=C2)OC)C=CC1OC)O (3-allyl-4,4'-dimethoxy-2-hydroxy-benzophenone), C(C(=C)C)(=O)OC (methyl methacrylate), N(=NC(C#N)(C)C)C(C#N)(C)C (α,α'-azobisisobutyronitrile). The solvent is CS(=O)C.O1CCOCC1 (dimethyl sulfoxide dioxane). Run at temperature 80 celsius, time 12 hour. The product is C(C=C)C=1C(=C(C(=O)C2=CC=C(C=C2)OC)C=CC1OC)O.C(C(=C)C)(=O)OC (Methyl Methacrylate 3-Allyl-4,4'-Dimethoxy-2-Hydroxy-Benzophenone). Reaction SMILES: [CH2:1]([C:4]1[C:5]([OH:22])=[C:6]([CH:17]=[CH:18][C:19]=1[O:20][CH3:21])[C:7]([C:9]1[CH:14]=[CH:13][C:12]([O:15][CH3:16])=[CH:11][CH:10]=1)=[O:8])[CH:2]=[CH2:3].[C:23]([O:28][CH3:29])(=[O:27])[C:24]([CH3:26])=[CH2:25].N(C(C)(C)C#N)=NC(C)(C)C#N.OC1C=CC=CC=1C(C1C=CC=CC=1)=O>CS(C)=O.O1CCOCC1>[CH2:1]([C:4]1[C:5]([OH:22])=[C:6]([CH:17]=[CH:18][C:19]=1[O:20][CH3:21])[C:7]([C:9]1[CH:14]=[CH:13][C:12]([O:15][CH3:16])=[CH:11][CH:10]=1)=[O:8])[CH:2]=[CH2:3].[C:23]([O:28][CH3:29])(=[O:27])[C:24]([CH3:26])=[CH2:25] |f:4.5,6.7|. Procedure details: A 250 ml., three-necked flask equipped with nitrogen inlet, condender, thermometer, and a magnetic stirrer was charged with a solution of 0.5 grams of 3-allyl-4,4'-dimethoxy-2-hydroxy-benzophenone, 5 grams of freshly distilled methyl methacrylate and 0.1 grams of α,α'-azobisisobutyronitrile in 100 ml of dimethyl sulfoxide/dioxane (1:9). All starting materials and solvents were dried prior to use. The reaction vessel was flushed with dry nitrogen for 10-15 minutes and then placed in a constant te... Starting materials: ice, [H-].[Al+3].[Li+].[H-].[H-].[H-] (lithium aluminum hydride), C(C1=CC=CC=C1)N1C([C@H](NC(C1)=O)CC1=CC=C(C=C1)F)=O ((3R)-1-benzyl-3-(4-fluorobenzyl)piperazine-2,5-dione). Solvent: O1CCCC1 (tetrahydrofuran). Reaction conditions: time 1 hour. The product is C(C1=CC=CC=C1)N1C[C@H](NCC1)CC1=CC=C(C=C1)F ((3R)-1-benzyl-3-(4-fluorobenzyl)piperazine). The yield is 102.1%. As a reaction SMILES: [H-].[Al+3].[Li+].[H-].[H-].[H-].[CH2:7]([N:14]1[CH2:19][C:18](=O)[NH:17][C@H:16]([CH2:21][C:22]2[CH:27]=[CH:26][C:25]([F:28])=[CH:24][CH:23]=2)[C:15]1=O)[C:8]1[CH:13]=[CH:12][CH:11]=[CH:10][CH:9]=1>O1CCCC1>[CH2:7]([N:14]1[CH2:19][CH2:18][NH:17][C@H:16]([CH2:21][C:22]2[CH:23]=[CH:24][C:25]([F:28])=[CH:26][CH:27]=2)[CH2:15]1)[C:8]1[CH:9]=[CH:10][CH:11]=[CH:12][CH:13]=1 |f:0.1.2.3.4.5|. Reported procedure: To an ice-cooled suspension of lithium aluminum hydride (1.2 g) in tetrahydrofuran (91 ml) was added (3R)-1-benzyl-3-(4-fluorobenzyl)piperazine-2,5-dione (4.95 g) by small portions. The mixture was stirred at the same temperature for 15 minutes and at room temperature for one hour. After removal of solvent by evaporation, aqueous sodium hydrogen carbonate solution was added to the resulting residue. The mixture was warmed at near 50° C. for several minutes and the resulting precipitates were col...